From a dataset of the Open Reaction Database (ORD), a public repository of structured organic reaction records. describe an organic reaction: reactants, conditions, products, and yield Reactants: BrC1=C(C(=NN1)C=1SC(=CC1)Cl)C1=CC=NC=C1 (4-[5-bromo-3-(5-chloro-2-thienyl)-1H-pyrazol-4-yl]pyridine), [H-].[Na+] (sodium hydride), COC1=CC=C(CCl)C=C1 (4-methoxybenzyl chloride), C(C)(=O)OCC (ethyl acetate). The solvent is CN(C=O)C (N,N-dimethylformamide). Run at time 30 minute. Yields the product BrC1=C(C(=NN1CC1=CC=C(C=C1)OC)C=1SC(=CC1)Cl)C1=CC=NC=C1 (4-[5-bromo-3-(5-chloro-2-thienyl)-1-(4-methoxybenzyl)-1H-pyrazol-4-yl]pyridine), BrC1=NN(C(=C1C1=CC=NC=C1)C=1SC(=CC1)Cl)CC1=CC=C(C=C1)OC (4-[3-bromo-5-(5-chloro-2-thienyl)-1-(4-methoxybenzyl)-1H-pyrazol-4-yl]pyridine). The yield is 80.0%. RXN SMILES: [Br:1][C:2]1[NH:6][N:5]=[C:4]([C:7]2[S:8][C:9]([Cl:12])=[CH:10][CH:11]=2)[C:3]=1[C:13]1[CH:18]=[CH:17][N:16]=[CH:15][CH:14]=1.[H-].[Na+].[CH3:21][O:22][C:23]1[CH:30]=[CH:29][C:26]([CH2:27]Cl)=[CH:25][CH:24]=1.C(OCC)(=O)C>CN(C)C=O>[Br:1][C:2]1[N:6]([CH2:27][C:26]2[CH:29]=[CH:30][C:23]([O:22][CH3:21])=[CH:24][CH:25]=2)[N:5]=[C:4]([C:7]2[S:8][C:9]([Cl:12])=[CH:10][CH:11]=2)[C:3]=1[C:13]1[CH:18]=[CH:17][N:16]=[CH:15][CH:14]=1.[Br:1][C:2]1[C:3]([C:13]2[CH:18]=[CH:17][N:16]=[CH:15][CH:14]=2)=[C:4]([C:7]2[S:8][C:9]([Cl:12])=[CH:10][CH:11]=2)[N:5]([CH2:27][C:26]2[CH:29]=[CH:30][C:23]([O:22][CH3:21])=[CH:24][CH:25]=2)[N:6]=1 |f:1.2|. Procedure: To a solution of 4-[5-bromo-3-(5-chloro-2-thienyl)-1H-pyrazol-4-yl]pyridine (14.7 mmol) in 80 mL of N,N-dimethylformamide was added slowly at 0° C. sodium hydride (16.1 mmol). The mixture was stirred 30 min at room temperature prior to dropwise addition of 4-methoxybenzyl chloride (16.1 mmol). The mixture was then stirred for further 5 hours. The mixture was then poured on water and ethyl acetate was added. The aqueous layer was extracted with ethyl acetate and the combined organic extracts were... The reactants are FC(C(=O)O)(F)F.FC(C(=O)O)(F)F.FC(C(=O)O)(F)F.ClC=1C=NC=2NC=3C=NC=C(CCC4=C(C=CC(NC1N2)=C4)NC(CC4CCNCC4)=O)C3 (N-[6-chloro-2,4,8,18,22-pentaazatetracyclo[14.3.1.1(3,7).1(9,13)]docosa-1(20),3(22),4,6,9(21),10,12,16,18-nonaen-12-yl]-2-piperidin-4-ylacetamide tris(trifluoroacetate)), FC1=C(C=CC=C1)N=C=O (1-fluoro-2-isocyanatobenzene). The product is FC(C(=O)O)(F)F.FC(C(=O)O)(F)F.ClC=1C=NC=2NC=3C=NC=C(CCC4=C(C=CC(NC1N2)=C4)NC(CC4CCN(CC4)C(=O)NC4=C(C=CC=C4)F)=O)C3 (4-(2-{[6-Chloro-2,4,8,18,22-pentaazatetracyclo[14.3.1.1(3,7).1(9,13)]docosa-1(20),3(22),4,6,9(21),10,12,16,18-nonaen-12-yl]amino}-2-oxoethyl)-N-(2-fluorophenyl)piperidine-1-carboxamide bis(trifluoroacetate)). Isolated yield 51.0%. As a reaction SMILES: [F:1][C:2]([F:7])([F:6])[C:3]([OH:5])=[O:4].[F:8][C:9]([F:14])([F:13])[C:10]([OH:12])=[O:11].FC(F)(F)C(O)=O.[Cl:22][C:23]1[CH:24]=[N:25][C:26]2[NH:27][C:28]3[CH:29]=[N:30][CH:31]=[C:32]([CH:54]=3)[CH2:33][CH2:34][C:35]3[CH:43]=[C:39]([NH:40][C:41]=1[N:42]=2)[CH:38]=[CH:37][C:36]=3[NH:44][C:45](=[O:53])[CH2:46][CH:47]1[CH2:52][CH2:51][NH:50][CH2:49][CH2:48]1.[F:55][C:56]1[CH:61]=[CH:60][CH:59]=[CH:58][C:57]=1[N:62]=[C:63]=[O:64]>>[F:1][C:2]([F:7])([F:6])[C:3]([OH:5])=[O:4].[F:8][C:9]([F:14])([F:13])[C:10]([OH:12])=[O:11].[Cl:22][C:23]1[CH:24]=[N:25][C:26]2[NH:27][C:28]3[CH:29]=[N:30][CH:31]=[C:32]([CH:54]=3)[CH2:33][CH2:34][C:35]3[CH:43]=[C:39]([NH:40][C:41]=1[N:42]=2)[CH:38]=[CH:37][C:36]=3[NH:44][C:45](=[O:53])[CH2:46][CH:47]1[CH2:52][CH2:51][N:50]([C:63]([NH:62][C:57]2[CH:58]=[CH:59][CH:60]=[CH:61][C:56]=2[F:55])=[O:64])[CH2:49][CH2:48]1 |f:0.1.2.3,5.6.7|. Procedure: The desired compound was prepared according to the procedure of Example A9, step H using N-[6-chloro-2,4,8,18,22-pentaazatetracyclo[14.3.1.1(3,7).1(9,13)]docosa-1(20),3(22),4,6,9(21),10,12,16,18-nonaen-12-yl]-2-piperidin-4-ylacetamide tris(trifluoroacetate) and 1-fluoro-2-isocyanatobenzene as starting materials in 51% yield. 1H NMR (300 MHz, DMSO-d6): δ 10.04 (s, 1H), 9.41 (m, 2H), 9.02 (s, 1H), 8.25 (m, 4H), 7.65 (s, 1H), 7.30 (m, 2H), 7.05 (m, 4H), 4.09 (m, 2H), 2.98 (m, 4H), 2.83 (m, 2H), 2.3... Starting materials: ClC1=NC=NC(=C1)Cl (4,6-Dichloropyrimidine), ClC1=CC=C(C=C1)O (4-chlorophenol), C([O-])([O-])=O.[K+].[K+] (potassium carbonate), [OH-].[Na+] (sodium hydroxide). The reagents and catalysts are [I-].[Na+] (sodium iodide). The solvent is C(C)#N (acetonitrile). The product is ClC1=NC=NC(=C1)OC1=CC=C(C=C1)Cl (4-Chloro-6-(4-chloro-phenoxy)-pyrimidine). The yield is 92.9%. As a reaction SMILES: Cl[C:2]1[CH:7]=[C:6]([Cl:8])[N:5]=[CH:4][N:3]=1.[Cl:9][C:10]1[CH:15]=[CH:14][C:13]([OH:16])=[CH:12][CH:11]=1.C(=O)([O-])[O-].[K+].[K+].[OH-].[Na+]>C(#N)C.[I-].[Na+]>[Cl:8][C:6]1[CH:7]=[C:2]([O:16][C:13]2[CH:14]=[CH:15][C:10]([Cl:9])=[CH:11][CH:12]=2)[N:3]=[CH:4][N:5]=1 |f:2.3.4,5.6,8.9|. Reported procedure: 4,6-Dichloropyrimidine (149 mg, 1 mmol), 4-chlorophenol (135 mg, 1.05 mmol), potassium carbonate (166 mg, 1.2 mmol) and sodium iodide (7.5 mg, 0.05 mmol) were stirred in acetonitrile (3 mL) at 20° C. under an atmosphere of nitrogen for 16 h. The reaction was poured onto 1 N aqueous sodium hydroxide solution and the mixture was extracted with diethyl ether. The organic layer was washed with brine, dried over sodium sulfate, and the solvent was evaporated under reduced pressure. The title compound... Starting materials: C([O-])(O)=O.[Na+] (sodium bicarbonate), NCCCCCC(C#N)(C1=CC(=C(C=C1)OC)OC)SC1=CC=C(C=C1)C (α-(5-aminopentyl)-3,4-dimethoxy-α-[(4-methylphenyl)thio]benzeneacetonitrile), ClCC1=C(C(=C(C=C1)OC)OC)CCl (1,2-bis(chloromethyl)-3,4-dimethoxybenzene), [OH-].[Na+] (sodium hydroxide). The reagents and catalysts are [Cl-].C(CCC)[N+](CCCC)(CCCC)CCCC (tetrabutylammonium chloride). The solvent is O (water), C1(=CC=CC=C1)C (toluene). Run at time 48 hour. Product: COC=1C=C(C=CC1OC)C(C#N)(CCCCCN1CC2=CC(=C(C=C2C1)OC)OC)SC1=CC=C(C=C1)C (α-(3,4-Dimethoxyphenyl)-1,3-dihydro-5,6-dimethoxy-α-[(4-methylphenyl)thio]-2H-isoindole-2-heptanenitrile). Reaction SMILES: [NH2:1][CH2:2][CH2:3][CH2:4][CH2:5][CH2:6][C:7]([S:20][C:21]1[CH:26]=[CH:25][C:24]([CH3:27])=[CH:23][CH:22]=1)([C:10]1[CH:15]=[CH:14][C:13]([O:16][CH3:17])=[C:12]([O:18][CH3:19])[CH:11]=1)[C:8]#[N:9].Cl[CH2:29][C:30]1[CH:35]=[CH:34][C:33]([O:36][CH3:37])=[C:32]([O:38][CH3:39])[C:31]=1CCl.[OH-].[Na+].[C:44](=O)(O)[O-].[Na+]>[Cl-].C([N+](CCCC)(CCCC)CCCC)CCC.O.C1(C)C=CC=CC=1>[CH3:19][O:18][C:12]1[CH:11]=[C:10]([C:7]([S:20][C:21]2[CH:26]=[CH:25][C:24]([CH3:27])=[CH:23][CH:22]=2)([CH2:6][CH2:5][CH2:4][CH2:3][CH2:2][N:1]2[CH2:29][C:30]3[C:35](=[CH:34][C:33]([O:36][CH3:37])=[C:32]([O:38][CH3:39])[CH:31]=3)[CH2:44]2)[C:8]#[N:9])[CH:15]=[CH:14][C:13]=1[O:16][CH3:17] |f:2.3,4.5,6.7|. Procedure: To a solution of 3.03 g of α-(5-aminopentyl)-3,4-dimethoxy-α-[(4-methylphenyl)thio]benzeneacetonitrile, 1.85 g of 1,2-bis(chloromethyl)-3,4-dimethoxybenzene, 20 mL of toluene, and 0.22 g of tetrabutylammonium chloride, is added water containing 2 g of sodium hydroxide. The mixture is stirred for 48 hours. Upon adjusting the pH of the aqueous layer to pH 9 with solid sodium bicarbonate, the layers are separated and the aqueous layer further extracted with chloroform. After drying the combined org... Reactants: C(#N)N=C1SCCN1 (2-(Cyanoimino)thiazolidine), [H-].[Na+] (sodium hydride), BrCC(=O)OC(C)(C)C (tert-butyl bromoacetate). Solvent: CN(C=O)C (dimethylformamide). Run at time 2.5 hour. Yields the product C(#N)N=C1SCCN1CC(=O)OC(C)(C)C (tert-Butyl 2-(cyanoimino)thiazolidine-3-yl-acetate). Isolated yield 75.1%. RXN SMILES: [C:1]([N:3]=[C:4]1[NH:8][CH2:7][CH2:6][S:5]1)#[N:2].[H-].[Na+].Br[CH2:12][C:13]([O:15][C:16]([CH3:19])([CH3:18])[CH3:17])=[O:14]>CN(C)C=O>[C:1]([N:3]=[C:4]1[N:8]([CH2:12][C:13]([O:15][C:16]([CH3:19])([CH3:18])[CH3:17])=[O:14])[CH2:7][CH2:6][S:5]1)#[N:2] |f:1.2|. Procedure: 2-(Cyanoimino)thiazolidine (6.35 g, 49.9 mmol), prepared by the procedure of Neidlein and Reuter, Arch. Pharm. (Weinheim, Ger.) 305, 731 (1972), was added to a suspension of sodium hydride (2.04 g, 51 mmol, pre-washed with hexane)in dimethylformamide (100 mL) at ambient temperature, resulting in heat and gas evolution. After stirring the mixture 30 minutes, tert-butyl bromoacetate (10.0 g, 51.3 mmol) was added and the resulting mixture was stirred 2.5 hours at ambient temperature. After removing... Starting materials: B, O=C(O)c1cc([N+](=O)[O-])ccc1-n1cccc1, C1CCOC1, C1CCOC1, O. The product is O=[N+]([O-])c1ccc(-n2cccc2)c(CO)c1. RXN SMILES: [BH3:23].[N+:1](=[O:2])([O-:3])[c:4]1[cH:5][cH:6][c:7](-[n:13]2[cH:14][cH:15][cH:16][cH:17]2)[c:8]([C:9](=[O:10])[OH:11])[cH:12]1.[O:18]1[CH2:19][CH2:20][CH2:21][CH2:22]1.[O:25]1[CH2:26][CH2:27][CH2:28][CH2:29]1.[OH2:24]>>[N+:1](=[O:2])([O-:3])[c:4]1[cH:5][cH:6][c:7](-[n:13]2[cH:14][cH:15][cH:16][cH:17]2)[c:8]([CH2:9][OH:10])[cH:12]1.